This data is from the Open Reaction Database (ORD), a public repository of structured organic reaction records. The task is: describe an organic reaction: reactants, conditions, products, and yield Starting materials: C(C)(C)(C)OC(=O)N1C(N(C(C12C(CCC2)C2=CC=C(C=C2)Br)=O)C2=CC(=CC(=C2)Cl)Cl)=S (6-(4-Bromophenyl)-3-(3,5-dichlorophenyl)-4-oxo-2-thioxo-1,3-diazaspiro[4.4]nonane-1-carboxylic acid tert-butyl ester), C(=O)(C(F)(F)F)O.C(Cl)Cl.O (TFA DCM H2O), solution. The product is BrC1=CC=C(C=C1)C1C2(C(N(C(N2)=S)C2=CC(=CC(=C2)Cl)Cl)=O)CCC1 (6-(4-Bromophenyl)-3-(3,5-dichlorophenyl)-2-thioxo-1,3-diazaspiro[4.4]nonan-4-one). Isolated yield 60.4%. RXN SMILES: C(OC([N:8]1[C:12]2([CH2:16][CH2:15][CH2:14][CH:13]2[C:17]2[CH:22]=[CH:21][C:20]([Br:23])=[CH:19][CH:18]=2)[C:11](=[O:24])[N:10]([C:25]2[CH:30]=[C:29]([Cl:31])[CH:28]=[C:27]([Cl:32])[CH:26]=2)[C:9]1=[S:33])=O)(C)(C)C.C(O)(C(F)(F)F)=O.C(Cl)Cl.O>>[Br:23][C:20]1[CH:19]=[CH:18][C:17]([CH:13]2[CH2:14][CH2:15][CH2:16][C:12]32[NH:8][C:9](=[S:33])[N:10]([C:25]2[CH:30]=[C:29]([Cl:31])[CH:28]=[C:27]([Cl:32])[CH:26]=2)[C:11]3=[O:24])=[CH:22][CH:21]=1 |f:1.2.3|. Reported procedure: 6-(4-Bromophenyl)-3-(3,5-dichlorophenyl)-4-oxo-2-thioxo-1,3-diazaspiro[4.4]nonane-1-carboxylic acid tert-butyl ester (42 mg, 74 μmol) (Preparation 10) was added to a TFA/DCM/H2O (1/1/0.1) solution (1 ml) at RT. After 30 min the reaction mixture was concentrated to give a beige solid which was washed with pentane to yield 6-(4-Bromophenyl)-3-(3,5-dichlorophenyl)-2-thioxo-1,3-diazaspiro[4.4]nonan-4-one (21 mg, beige solid). 1H NMR (CDCl3): 8.39 (1H, s), 7.51 (2H, d, J=8.4 Hz), 7.35 (1H, m), 7.19 (...